This data is from the Open Reaction Database (ORD), a public repository of structured organic reaction records. The task is: describe an organic reaction: reactants, conditions, products, and yield Starting materials: C(#N)C1=C(C=CC=C1)C1=CC=C(C=C1)CN1C(=NC2=C1C(=CC=C2)C(=O)OCC)OCC (ethyl 1-[(2′-cyanobiphenyl-4-yl)methyl]-2-ethoxybenzimidazole-7-carboxylate), C[Sn](C)(C)N=[N+]=[N-] (trimethyltin azide). The solvent is C1(=CC=CC=C1)C (toluene). Run at time 30 minute. Yields the product C(C)OC1=NC2=C(N1CC1=CC=C(C=C1)C1=C(C=CC=C1)C1=NN=NN1)C(=CC=C2)C(=O)OCC (Ethyl 2-ethoxy-1-[[2′-(1H-tetrazol-5-yl)biphenyl-4-yl]methyl]benzimidazole-7-carboxylate). RXN SMILES: [C:1]([C:3]1[CH:8]=[CH:7][CH:6]=[CH:5][C:4]=1[C:9]1[CH:14]=[CH:13][C:12]([CH2:15][N:16]2[C:20]3[C:21]([C:25]([O:27][CH2:28][CH3:29])=[O:26])=[CH:22][CH:23]=[CH:24][C:19]=3[N:18]=[C:17]2[O:30][CH2:31][CH3:32])=[CH:11][CH:10]=1)#[N:2].C[Sn]([N:37]=[N+:38]=[N-:39])(C)C>C1(C)C=CC=CC=1>[CH2:31]([O:30][C:17]1[N:16]([CH2:15][C:12]2[CH:11]=[CH:10][C:9]([C:4]3[CH:5]=[CH:6][CH:7]=[CH:8][C:3]=3[C:1]3[NH:39][N:38]=[N:37][N:2]=3)=[CH:14][CH:13]=2)[C:20]2[C:21]([C:25]([O:27][CH2:28][CH3:29])=[O:26])=[CH:22][CH:23]=[CH:24][C:19]=2[N:18]=1)[CH3:32]. Procedure: A mixture of ethyl 1-[(2′-cyanobiphenyl-4-yl)methyl]-2-ethoxybenzimidazole-7-carboxylate (0.7 g) and trimethyltin azide (0.7 g) in toluene (15 ml) was heated under reflux for 4 days. The reaction mixture was concentrated to dryness and to the residue were added methanol (20 ml) and 1N-HCl (10 ml). The mixture was stirred at room temperature for 30 minutes and adjusted to pH 3 to 4 with 1N NaOH. After removal of the solvent, the residue was partitioned between chloroform and water. The organic la... The product is C(C)(C)(C)OC(=O)N1CCC(=CC1)C1=NC=C(C=C1)C1=NC=CC=N1 (5-Pyrimidin-2-yl-3′,6′-dihydro-2′H-[2,4′]bipyridinyl-1′-carboxylic acid tert-butyl ester). Procedure details: Refluxed mixture of 2-(6-Bromo-pyridin-3-yl)-pyrimidine (1Q) (200 mg, 0.85 mmol), N-tert-butoxycarbonyl-1,2,3,6-tetrahydropyridine-4-boronic acid, pinacol ester (290 mg, 0.93 mmol); Cesium Carbonate (500 mg, 1.538 mmol); PdCl2dppf (30 mg) in dioxane/H2O (10 ml v/v 4/1) for 4 hours. Cooled reaction, then evaporated solvent. Extracted with EtOAc (200 ml) washed with H2O (50 ml), dried over MgSO4, filtered and solvent evaporated yielding a solid which chromatographed on silica gel eluting with 30% ... The solvent is O1CCOCC1.O (dioxane H2O). Reactants: BrC1=CC=C(C=N1)C1=NC=CC=N1 (2-(6-Bromo-pyridin-3-yl)-pyrimidine), C(C)(C)(C)OC(=O)N1CCC(=CC1)B(O)O (N-tert-butoxycarbonyl-1,2,3,6-tetrahydropyridine-4-boronic acid), pinacol ester, PdCl2dppf, C([O-])([O-])=O.[Cs+].[Cs+] (Cesium Carbonate). Reaction SMILES: Br[C:2]1[N:7]=[CH:6][C:5]([C:8]2[N:13]=[CH:12][CH:11]=[CH:10][N:9]=2)=[CH:4][CH:3]=1.[C:14]([O:18][C:19]([N:21]1[CH2:26][CH:25]=[C:24](B(O)O)[CH2:23][CH2:22]1)=[O:20])([CH3:17])([CH3:16])[CH3:15].C(=O)([O-])[O-].[Cs+].[Cs+]>O1CCOCC1.O>[C:14]([O:18][C:19]([N:21]1[CH2:22][CH:23]=[C:24]([C:2]2[CH:3]=[CH:4][C:5]([C:8]3[N:13]=[CH:12][CH:11]=[CH:10][N:9]=3)=[CH:6][N:7]=2)[CH2:25][CH2:26]1)=[O:20])([CH3:17])([CH3:15])[CH3:16] |f:2.3.4,5.6|. The reactants are C(#N)CCC(=O)C=1C(=NC=CC1)C (2-methyl-3-pyridyl 2-cyanoethyl ketone), N (ammonia). The reagents and catalysts are [Ni] (Raney nickel). The solvent is C(C)O (ethanol). Run at time 15 hour. Product: CC1=C(C=CC=N1)C2CCCN2 (2-methylnornicotine). Yield: 71.6%. RXN SMILES: [C:1]([CH2:3][CH2:4][C:5]([C:7]1[C:8]([CH3:13])=[N:9][CH:10]=[CH:11][CH:12]=1)=O)#[N:2].N>C(O)C.[Ni]>[CH3:13][C:8]1[N:9]=[CH:10][CH:11]=[CH:12][C:7]=1[CH:5]1[NH:2][CH2:1][CH2:3][CH2:4]1. Procedure: To a solution of 3.15 g 2-methyl-3-pyridyl 2-cyanoethyl ketone (Preparation III) in 180 ml of ethanol saturated with ammonia was added 20 g of freshly prepared Raney nickel. The mixture was hydrogenated in a Parr apparatus at about 50 psi for 15 h. The reaction mixture was filtered to remove the catalyst and concentrated under reduced pressure. The residue was taken up in hexane and dried over Drierite. After filtration and removal of the solvent the residue was distilled. The fraction boiling a...